This data is from the Open Reaction Database (ORD), a public repository of structured organic reaction records. The task is: describe an organic reaction: reactants, conditions, products, and yield Reaction SMILES: ClC1C=CC=C(C(OO)=[O:9])C=1.[CH3:12][O:13][C:14]1[CH:19]=[CH:18][C:17]([C:20]2[N:21]=[C:22]([S:40][C:41]3[CH:46]=[CH:45][C:44]([CH3:47])=[CH:43][CH:42]=3)[N:23]([CH2:33][C:34]3[CH:39]=[CH:38][CH:37]=[CH:36][CH:35]=3)[C:24]=2[C:25]2[CH:30]=[CH:29][C:28]([O:31][CH3:32])=[CH:27][CH:26]=2)=[CH:16][CH:15]=1>ClCCl>[CH3:12][O:13][C:14]1[CH:15]=[CH:16][C:17]([C:20]2[N:21]=[C:22]([S:40]([C:41]3[CH:42]=[CH:43][C:44]([CH3:47])=[CH:45][CH:46]=3)=[O:9])[N:23]([CH2:33][C:34]3[CH:39]=[CH:38][CH:37]=[CH:36][CH:35]=3)[C:24]=2[C:25]2[CH:30]=[CH:29][C:28]([O:31][CH3:32])=[CH:27][CH:26]=2)=[CH:18][CH:19]=1. The yield is 85.4%. The reactants are ClC1=CC(=CC=C1)C(=O)OO (3-chloroperbenzoic acid), COC1=CC=C(C=C1)C=1N=C(N(C1C1=CC=C(C=C1)OC)CC1=CC=CC=C1)SC1=CC=C(C=C1)C (4,5-bis(4-methoxyphenyl)-1-benzyl-2-(4-methylphenylthio)imidazole). Solvent: ClCCl (dichloromethane), ClCCl (dichloromethane). Run at time 3 hour. Product: COC1=CC=C(C=C1)C=1N=C(N(C1C1=CC=C(C=C1)OC)CC1=CC=CC=C1)S(=O)C1=CC=C(C=C1)C (4,5-bis-(4-methoxyphenyl)-1-benzyl-2-(4-methylphenylsulfinyl)imidazole). Reported procedure: A solution of 1.08 g of 3-chloroperbenzoic acid (80%) in 100 ml of dichloromethane is added dropwise to a solution of 2.46 g of 4,5-bis(4-methoxyphenyl)-1-benzyl-2-(4-methylphenylthio)imidazole in 50 ml of dichloromethane. The mixture is stirred for 3 hours at room temperature, the solution is washed with sodium bicarbonate solution, dried over sodium sulfate, and concentrated to dryness under vacuum. The residue is chromatographed on 150 g of silica gel with ethyl acetate/hexane 2:3, thus produ... Starting materials: Brc1ccc(Br)nn1, O=C([O-])[O-], CC(=O)[O-], CC(=O)[O-], CC(C)(C)P(C(C)(C)C)C(C)(C)C, OCCCO, C1COCCO1, [K+], [K+], [Na+], [OH-], [Pd+2], OB(O)c1ccsc1. Yields the product Brc1ccc(-c2ccsc2)nn1. Reaction SMILES: [Br:1][c:2]1[n:3][n:4][c:5]([Br:8])[cH:6][cH:7]1.[C:22](=[O:23])([O-:24])[O-:25].[C:43]([O-:44])(=[O:45])[CH3:46].[C:48]([O-:49])(=[O:50])[CH3:51].[C:9]([P:10]([C:11]([CH3:12])([CH3:13])[CH3:14])[C:15]([CH3:16])([CH3:17])[CH3:18])([CH3:19])([CH3:20])[CH3:21].[CH2:28]([OH:29])[CH2:30][CH2:31][OH:32].[CH2:52]1[O:53][CH2:54][CH2:55][O:56][CH2:57]1.[K+:26].[K+:27].[Na+:42].[OH-:41].[Pd+2:47].[s:33]1[cH:34][c:35]([B:38]([OH:39])[OH:40])[cH:36][cH:37]1>>[Br:1][c:2]1[n:3][n:4][c:5](-[c:35]2[cH:34][s:33][cH:37][cH:36]2)[cH:6][cH:7]1. The reactants are BrC1=C(C=CC=C1)C(C)=O (1-(2-bromophenyl)ethanone), ClC1=CC=C(C=C1)B(O)O (4-chlorophenylboronic acid), C(=O)([O-])[O-].[Na+].[Na+] (Na2CO3). Reagents/catalysts: Cl[Pd]([P](C1=CC=CC=C1)(C2=CC=CC=C2)C3=CC=CC=C3)([P](C4=CC=CC=C4)(C5=CC=CC=C5)C6=CC=CC=C6)Cl ((Ph3P)2PdCl2). Run in C(OC)COC.C(C)O.O (dimethoxyethane ethanol water). Run at temperature 100 celsius. Yields the product ClC1=CC=C(C=C1)C1=C(C=CC=C1)C(C)=O (1-(4′-chlorobiphenyl-2-yl)ethanone). Reaction SMILES: Br[C:2]1[CH:7]=[CH:6][CH:5]=[CH:4][C:3]=1[C:8](=[O:10])[CH3:9].[Cl:11][C:12]1[CH:17]=[CH:16][C:15](B(O)O)=[CH:14][CH:13]=1.C([O-])([O-])=O.[Na+].[Na+]>C(COC)OC.C(O)C.O.Cl[Pd](Cl)([P](C1C=CC=CC=1)(C1C=CC=CC=1)C1C=CC=CC=1)[P](C1C=CC=CC=1)(C1C=CC=CC=1)C1C=CC=CC=1>[Cl:11][C:12]1[CH:17]=[CH:16][C:15]([C:2]2[CH:7]=[CH:6][CH:5]=[CH:4][C:3]=2[C:8](=[O:10])[CH3:9])=[CH:14][CH:13]=1 |f:2.3.4,5.6.7,^1:39,58|. Reported procedure: A mixture of 1-(2-bromophenyl)ethanone (3.1 g, 15.57 mmol)-4-chlorophenylboronic acid (2.92 g), (Ph3P)2PdCl2 (bis(triphenylphosphine)palladium(II) dichloride) (1.202 g) and Na2CO3 (3.30 g) in dimethoxyethane-ethanol-water (7:2:3, 50 mL) was heated at 100° C. for 3 hours and concentrated. The concentrate was suspended in dichloromethane (30 mL) and the insoluble material was removed by filtration. The filtrate was loaded onto a silica gel column, eluted with 0%-50% dichloromethane in hexane to pr... Starting materials: CCOC(=O)C(C)O, O=C([O-])[O-], CS(=O)(=O)O, [I-], [K+], [K+], [K+], CN(C)C=O, O=Cc1ccc(O)cc1. The product is CCOC(=O)C(C)Oc1ccc(C=O)cc1. RXN SMILES: [C:15]([CH:16]([OH:17])[CH3:18])(=[O:19])[O:20][CH2:21][CH3:22].[C:23](=[O:24])([O-:25])[O-:26].[CH3:10][S:11]([OH:12])(=[O:13])=[O:14].[I-:30].[K+:27].[K+:28].[K+:29].[O:31]=[CH:32][N:33]([CH3:34])[CH3:35].[OH:1][c:2]1[cH:3][cH:4][c:5]([CH:6]=[O:7])[cH:8][cH:9]1>>[O:1]([c:2]1[cH:3][cH:4][c:5]([CH:6]=[O:7])[cH:8][cH:9]1)[CH:16]([C:15](=[O:19])[O:20][CH2:21][CH3:22])[CH3:18]. As a reaction SMILES: [Br:17][CH2:18][c:19]1[cH:20][cH:21][cH:22][cH:23][cH:24]1.[C:3]([CH3:4])([CH3:5])([CH3:6])[O:7][C:8](=[O:9])[N:10]1[CH2:11][CH2:12][CH:13]([OH:16])[CH2:14][CH2:15]1.[CH3:26][N:27]([CH3:28])[CH:29]=[O:30].[H-:1].[Na+:2].[OH2:25]>>[C:3]([CH3:4])([CH3:5])([CH3:6])[O:7][C:8](=[O:9])[N:10]1[CH2:11][CH2:12][CH:13]([O:16][CH2:18][c:19]2[cH:20][cH:21][cH:22][cH:23][cH:24]2)[CH2:14][CH2:15]1. Reactants: BrCc1ccccc1, CC(C)(C)OC(=O)N1CCC(O)CC1, CN(C)C=O, [H-], [Na+], O. The product is CC(C)(C)OC(=O)N1CCC(OCc2ccccc2)CC1. The reactants are ClC1=C(C=CC(=C1)Cl)CCCCCCCC/C=C(\CC(=O)OC)/C(=O)OC ((E)-Methyl 12-(2,4-dichlorophenyl)-3-methoxycarbonyl-3-dodecenoate), ClC1=CC(=CC=C1)C(=O)OO (3-chloroperbenzoic acid), C(=O)(O)[O-].[Na+].[O-]S(=O)[O-].[Na+].[Na+] (NaHCO3 Na2SO3). Run in ClCCl (dichloromethane). Reaction conditions: time 10 minute. Yields the product C(=O)(O)[C@]1(CC(O[C@@H]1CCCCCCCCC1=C(C=C(C=C1)Cl)Cl)=O)O ((4R*,5R*) 4-Carboxy-5-[8-(2,4-dichlorophenyl)octyl]-4-hydroxytetrahydrofuran-2-one). The yield is 55.5%. Reaction SMILES: [Cl:1][C:2]1[CH:7]=[C:6]([Cl:8])[CH:5]=[CH:4][C:3]=1[CH2:9][CH2:10][CH2:11][CH2:12][CH2:13][CH2:14][CH2:15][CH2:16]/[CH:17]=[C:18](/[C:24]([O:26]C)=[O:25])\[CH2:19][C:20]([O:22]C)=[O:21].ClC1C=CC=C(C(OO)=[O:36])C=1.C([O-])(O)=O.[Na+].[O-]S([O-])=O.[Na+].[Na+]>ClCCl>[C:24]([C@:18]1([OH:36])[C@@H:17]([CH2:16][CH2:15][CH2:14][CH2:13][CH2:12][CH2:11][CH2:10][CH2:9][C:3]2[CH:4]=[CH:5][C:6]([Cl:8])=[CH:7][C:2]=2[Cl:1])[O:21][C:20](=[O:22])[CH2:19]1)([OH:26])=[O:25] |f:2.3.4.5.6|. Procedure details: (E)-Methyl 12-(2,4-dichlorophenyl)-3-methoxycarbonyl-3-dodecenoate (686 mg, 1.65 mmol, described in example 4) and 3-chloroperbenzoic acid (5.7 g of 55% grade, 18.2 mmol) were heated under reflux in dichloromethane (15 ml) for 24 h. The mixture was cooled and poured into aqueous NaHCO3 /Na2SO3. This mixture was stirred for 10 min, then extracted with dichloromethane. The extracts were washed with aqueous NaHC3, water, saturated aqueous NaCl, and dried (MgSO4). The solvent was removed under vacuu... Starting materials: CN(C)CCN, C1=CC=C(C=C1)I. Reagents/catalysts: C(=O)([O-])[O-].[Cs+].[Cs+], CC1(C2=C(C(=CC=C2)P(C3=CC=CC=C3)C4=CC=CC=C4)OC5=C1C=CC=C5P(C6=CC=CC=C6)C7=CC=CC=C7)C, C1=CC=C(C=C1)/C=C/C(=O)/C=C/C2=CC=CC=C2.C1=CC=C(C=C1)/C=C/C(=O)/C=C/C2=CC=CC=C2.C1=CC=C(C=C1)/C=C/C(=O)/C=C/C2=CC=CC=C2.[Pd].[Pd]. The solvent is CN(C)C=O. Run at temperature 100 celsius. Yields the product CN(C)CCNC1=CC=CC=C1. The yield is 0.0%. Procedure details: In a 50 mL round-bottomed flask (t=g) was unsym-Dimethylethylenediamine (1.080 mL, 9.80 mmol), Iodobenzene (0.549 mL, 4.90 mmol), and TRIS(DIBENZYLIDENEACETONE)DIPALLADIUM(0) (0.449 g, 0.49 mmol)Cesium carbonate (2.396 g, 7.35 mmol) andCesium carbonate (2.396 g, 7.35 mmol) were added.  in DMF (10 mL) ([VOLUME]) to give a brown suspension.  Reaction stirred over night at 100°C. no reaction.